This data is from the Open Reaction Database (ORD), a public repository of structured organic reaction records. The task is: describe an organic reaction: reactants, conditions, products, and yield Starting materials: N1CCOCC1 (morpholine), BrN1C(CCC1=O)=O (N-bromosuccinimide), COCSC1C(C(N1C(C(=O)OCC1=CC=C(C=C1)[N+](=O)[O-])=C(C)O)=O)NC(COC1=CC=CC=C1)=O (p-nitrobenzyl α-[4-methoxymethylthio-3-phenoxyacetamido-2-oxo-azetidin-1-yl]-α-(1-hydroxyethylidene)-acetate), CS(=O)(=O)Cl (methanesulfonyl chloride). Run in O (water), O1CCCC1 (tetrahydrofuran), C(C)N(CC)CC (triethylamine), O1CCCC1 (tetrahydrofuran), O1CCCC1 (tetrahydrofuran), O1CCCC1 (tetrahydrofuran). Run at time 30 minute. Product: COCSC1C(C(N1C(C(=O)OCC1=CC=C(C=C1)[N+](=O)[O-])=C(CBr)N1CCOCC1)=O)NC(COC1=CC=CC=C1)=O (p-nitrobenzyl α-[4 -methoxymethylthio-3-phenoxyacetamido-2-oxo-azetidin-1-yl]-α-(1-morpholino-2-bromoethylidene)acetate), p-nitrobenzyl α-[4-methoxymethylthio-3-phenoxyacetamido-2-oxo-acetidin-1-yl]α-(1-morpholinoethylidene)acetate. Isolated yield 14.0%. As a reaction SMILES: [CH3:1][O:2][CH2:3][S:4][CH:5]1[N:8]([C:9](=[C:23](O)[CH3:24])[C:10]([O:12][CH2:13][C:14]2[CH:19]=[CH:18][C:17]([N+:20]([O-:22])=[O:21])=[CH:16][CH:15]=2)=[O:11])[C:7](=[O:26])[CH:6]1[NH:27][C:28](=[O:37])[CH2:29][O:30][C:31]1[CH:36]=[CH:35][CH:34]=[CH:33][CH:32]=1.CS(Cl)(=O)=O.[NH:43]1[CH2:48][CH2:47][O:46][CH2:45][CH2:44]1.[Br:49]N1C(=O)CCC1=O>O1CCCC1.O.C(N(CC)CC)C>[CH3:1][O:2][CH2:3][S:4][CH:5]1[N:8]([C:9](=[C:23]([N:43]2[CH2:48][CH2:47][O:46][CH2:45][CH2:44]2)[CH2:24][Br:49])[C:10]([O:12][CH2:13][C:14]2[CH:19]=[CH:18][C:17]([N+:20]([O-:22])=[O:21])=[CH:16][CH:15]=2)=[O:11])[C:7](=[O:26])[CH:6]1[NH:27][C:28](=[O:37])[CH2:29][O:30][C:31]1[CH:36]=[CH:35][CH:34]=[CH:33][CH:32]=1. Procedure details: One dissolves p-nitrobenzyl α-[4-methoxymethylthio-3-phenoxyacetamido-2-oxo-azetidin-1-yl]-α-(1-hydroxyethylidene)-acetate (1.06 g) in tetrahydrofuran (10 ml), cools to -40° C. under nitrogen atmosphere, adds triethylamine (489 mg) dissolved in tetrahydrofuran (1 ml) and methanesulfonyl chloride (252 mg) dissolved in tetrahydrofuran (1 ml), and stirs for 30 minutes at -40° C. and for 45 minutes at 0° C. To this solution, one adds morpholine (209 mg) dissolved in tetrahydrofuran (1 ml), keeps at ...